This data is from the Open Reaction Database (ORD), a public repository of structured organic reaction records. The task is: describe an organic reaction: reactants, conditions, products, and yield Reactants: C[Si](C)(C)[N-][Si](C)(C)C, COc1cc2c(Cl)ncnc2cc1OCCCN1CCOCC1, COCCOCC#Cc1cc(Cl)c(N)c2c1OCO2, [Na+], CN(C)C=O. The product is COCCOCC#Cc1cc(Cl)c(Nc2ncnc3cc(OCCCN4CCOCC4)c(OC)cc23)c2c1OCO2. RXN SMILES: [CH3:43][Si:44]([N-:45][Si:46]([CH3:47])([CH3:48])[CH3:49])([CH3:50])[CH3:51].[Cl:1][c:2]1[n:3][cH:4][n:5][c:6]2[cH:7][c:8]([O:14][CH2:15][CH2:16][CH2:17][N:18]3[CH2:19][CH2:20][O:21][CH2:22][CH2:23]3)[c:9]([O:12][CH3:13])[cH:10][c:11]12.[Cl:24][c:25]1[c:26]([NH2:42])[c:27]2[c:28]([c:32]([C:34]#[C:35][CH2:36][O:37][CH2:38][CH2:39][O:40][CH3:41])[cH:33]1)[O:29][CH2:30][O:31]2.[Na+:52].[O:53]=[CH:54][N:55]([CH3:56])[CH3:57]>>[c:2]1([NH:42][c:26]2[c:25]([Cl:24])[cH:33][c:32]([C:34]#[C:35][CH2:36][O:37][CH2:38][CH2:39][O:40][CH3:41])[c:28]3[c:27]2[O:31][CH2:30][O:29]3)[n:3][cH:4][n:5][c:6]2[cH:7][c:8]([O:14][CH2:15][CH2:16][CH2:17][N:18]3[CH2:19][CH2:20][O:21][CH2:22][CH2:23]3)[c:9]([O:12][CH3:13])[cH:10][c:11]12. Starting materials: Cc1c(OCCNC(=O)OC(C)(C)C)cn2ncnc(Oc3cnc4[nH]ccc4c3F)c12, ClCCl, O=C(O)C(F)(F)F. Product: Cc1c(OCCN)cn2ncnc(Oc3cnc4[nH]ccc4c3F)c12. RXN SMILES: [C:1]([O:2][C:3](=[O:4])[NH:7][CH2:8][CH2:9][O:10][c:11]1[c:12]([CH3:31])[c:13]2[c:14]([O:20][c:21]3[c:22]([F:30])[c:23]4[c:24]([n:25][cH:26]3)[nH:27][cH:28][cH:29]4)[n:15][cH:16][n:17][n:18]2[cH:19]1)([CH3:5])([CH3:6])[CH3:32].[Cl:40][CH2:41][Cl:42].[OH:33][C:34]([C:35]([F:36])([F:37])[F:38])=[O:39]>>[NH2:7][CH2:8][CH2:9][O:10][c:11]1[c:12]([CH3:31])[c:13]2[c:14]([O:20][c:21]3[c:22]([F:30])[c:23]4[c:24]([n:25][cH:26]3)[nH:27][cH:28][cH:29]4)[n:15][cH:16][n:17][n:18]2[cH:19]1. The reactants are CCCC=C(NC(=O)C1CC1(C)C)C(=O)OC(C)(C)C, Cc1ccccc1, CO, CCOCC, Cl. Product: CCC=CC(NC(=O)C1CC1(C)C)(OC)C(=O)OC(C)(C)C, Cl. As a reaction SMILES: [CH3:1][C:2]1([CH3:20])[CH:3]([C:5](=[O:6])[NH:7][C:8]([C:9](=[O:10])[O:11][C:12]([CH3:13])([CH3:14])[CH3:15])=[CH:16][CH2:17][CH2:18][CH3:19])[CH2:4]1.[CH3:22][c:23]1[cH:24][cH:25][cH:26][cH:27][cH:28]1.[CH3:29][OH:30].[CH3:31][CH2:32][O:33][CH2:34][CH3:35].[ClH:21]>>[CH3:1][C:2]1([CH3:20])[CH:3]([C:5](=[O:6])[NH:7][C:8]([C:9](=[O:10])[O:11][C:12]([CH3:13])([CH3:14])[CH3:15])([CH:16]=[CH:17][CH2:18][CH3:19])[O:30][CH3:29])[CH2:4]1.[ClH:21]. The reactants are Intermediate 56, COC(C[C@@H]1COC2=C1C=CC(=C2)O[C@@H]2CCC1=C(C=CC(=C21)F)C=2C(=NC=CC2)Br)=O ({(S)-6-[(R)-4-(2-bromo-pyridin-3-yl)-7-fluoro-indan-1-yloxy]-2,3-dihydro-benzofuran-3-yl}-acetic acid methyl ester), CC1(OB(OC1(C)C)C=1CCOCC1)C (4-(4,4,5,5-tetramethyl-[1,3,2]dioxaborolan-2-yl)-3,6-dihydropyran). The product is methyl ester, COC(C[C@@H]1COC2=C1C=CC(=C2)O[C@@H]2CCC1=C(C=CC(=C21)F)C=2C(=NC=CC2)C=2CCOCC2)=O ({(S)-6-[(R)-7-fluoro-4-(3,6-dihydropyran-4-yl-pyridin-3-yl)-indan-1-yloxy]-2,3-dihydro-benzofuran-3-yl}-acetic acid methyl ester), FC=1C=CC(=C2CC[C@H](C12)OC1=CC2=C([C@@H](CO2)CC(=O)O)C=C1)C=1C(=NC=CC1)C=1CCOCC1 ({(S)-6-[(R)-7-Fluoro-4-(2-(3,6-dihydropyran-4-yl)-pyridin-3-yl)-indan-1-yloxy]-2,3-dihydro-benzofuran-3-yl}-acetic acid). Reaction SMILES: [CH3:1][O:2][C:3](=[O:32])[CH2:4][C@H:5]1[C:9]2[CH:10]=[CH:11][C:12]([O:14][C@H:15]3[C:23]4[C:18](=[C:19]([C:25]5[C:26](Br)=[N:27][CH:28]=[CH:29][CH:30]=5)[CH:20]=[CH:21][C:22]=4[F:24])[CH2:17][CH2:16]3)=[CH:13][C:8]=2[O:7][CH2:6]1.CC1(C)C(C)(C)OB([C:41]2[CH2:42][CH2:43][O:44][CH2:45][CH:46]=2)O1>>[CH3:1][O:2][C:3](=[O:32])[CH2:4][C@H:5]1[C:9]2[CH:10]=[CH:11][C:12]([O:14][C@H:15]3[C:23]4[C:18](=[C:19]([C:25]5[C:26]([C:41]6[CH2:46][CH2:45][O:44][CH2:43][CH:42]=6)=[N:27][CH:28]=[CH:29][CH:30]=5)[CH:20]=[CH:21][C:22]=4[F:24])[CH2:17][CH2:16]3)=[CH:13][C:8]=2[O:7][CH2:6]1.[F:24][C:22]1[CH:21]=[CH:20][C:19]([C:25]2[C:26]([C:41]3[CH2:42][CH2:43][O:44][CH2:45][CH:46]=3)=[N:27][CH:28]=[CH:29][CH:30]=2)=[C:18]2[C:23]=1[C@H:15]([O:14][C:12]1[CH:11]=[CH:10][C:9]3[C@H:5]([CH2:4][C:3]([OH:32])=[O:2])[CH2:6][O:7][C:8]=3[CH:13]=1)[CH2:16][CH2:17]2. Procedure: The methyl ester of the title compound is prepared from {(S)-6-[(R)-4-(2-bromo-pyridin-3-yl)-7-fluoro-indan-1-yloxy]-2,3-dihydro-benzofuran-3-yl}-acetic acid methyl ester and 4-(4,4,5,5-tetramethyl-[1,3,2]dioxaborolan-2-yl)-3,6-dihydropyran following a procedure analogous to that described in Step 1 of Intermediate 56. Saponification of the methyl ester, {(S)-6-[(R)-7-fluoro-4-(3,6-dihydropyran-4-yl-pyridin-3-yl)-indan-1-yloxy]-2,3-dihydro-benzofuran-3-yl}-acetic acid methyl ester, gives the tit...